From a dataset of the Open Reaction Database (ORD), a public repository of structured organic reaction records. describe an organic reaction: reactants, conditions, products, and yield Reactants: CCO, NC(Cc1cc(I)c(Oc2cc(I)c(O)c(I)c2)c(I)c1)C(=O)O, [Na+], O=C([O-])O. Yields the product NC(Cc1cc(I)c(Oc2cc(I)c(O)c(I)c2)c(I)c1)C(=O)O. Reaction SMILES: [CH3:30][CH2:31][OH:32].[NH2:1][CH:2]([CH2:3][c:4]1[cH:5][c:6]([I:7])[c:8]([O:9][c:10]2[cH:11][c:12]([I:13])[c:14]([OH:15])[c:16]([I:17])[cH:18]2)[c:19]([I:20])[cH:21]1)[C:22]([OH:23])=[O:24].[Na+:29].[O-:25][C:26]([OH:27])=[O:28]>>[NH2:1][CH:2]([CH2:3][c:4]1[cH:5][c:6]([I:7])[c:8]([O:9][c:10]2[cH:11][c:12]([I:13])[c:14]([OH:15])[c:16]([I:17])[cH:18]2)[c:19]([I:20])[cH:21]1)[C:22](=[O:23])[OH:24]. Reactants: CC(C)(C)OC(=O)NC(Cc1ccc2oc(=O)oc2c1)C(=O)O, CC(C)C(=O)OC(C)C(C)O, CN(C)c1ccncc1, C(=NC1CCCCC1)=NC1CCCCC1, ClCCl. Product: CC(C)C(=O)OC(C)C(C)OC(=O)C(Cc1ccc2oc(=O)oc2c1)NC(=O)OC(C)(C)C. RXN SMILES: [C:1]([CH3:2])([CH3:3])([CH3:4])[O:5][C:6](=[O:7])[NH:8][CH:9]([C:10](=[O:11])[OH:12])[CH2:13][c:14]1[cH:15][c:16]2[c:17]([o:18][c:19](=[O:21])[o:20]2)[cH:22][cH:23]1.[CH3:24][CH:25]([C:26](=[O:27])[O:28][CH:29]([CH:30]([CH3:31])[OH:32])[CH3:33])[CH3:34].[CH3:53][N:54]([CH3:55])[c:56]1[cH:57][cH:58][n:59][cH:60][cH:61]1.[CH:35]1([N:36]=[C:37]=[N:38][CH:39]2[CH2:40][CH2:41][CH2:42][CH2:43][CH2:44]2)[CH2:45][CH2:46][CH2:47][CH2:48][CH2:49]1.[Cl:50][CH2:51][Cl:52]>>[C:1]([CH3:2])([CH3:3])([CH3:4])[O:5][C:6](=[O:7])[NH:8][CH:9]([C:10](=[O:11])[O:12][CH:30]([CH:29]([O:28][C:26]([CH:25]([CH3:24])[CH3:34])=[O:27])[CH3:33])[CH3:31])[CH2:13][c:14]1[cH:15][c:16]2[c:17]([o:18][c:19](=[O:21])[o:20]2)[cH:22][cH:23]1. Reactants: [BH4-], CCOC(=O)CCCn1nnc(C=C2CN(C(c3ccccc3)(c3ccccc3)c3ccccc3)CCC2=O)n1, CCO, ClCCl, [Na+]. Product: CCOC(=O)CCCn1nnc(C=C2CN(C(c3ccccc3)(c3ccccc3)c3ccccc3)CCC2O)n1. RXN SMILES: [BH4-:41].[CH2:1]([CH3:2])[O:3][C:4](=[O:5])[CH2:6][CH2:7][CH2:8][n:9]1[n:10][c:11]([CH:14]=[C:15]2[CH2:16][N:17]([C:22]([c:23]3[cH:24][cH:25][cH:26][cH:27][cH:28]3)([c:29]3[cH:30][cH:31][cH:32][cH:33][cH:34]3)[c:35]3[cH:36][cH:37][cH:38][cH:39][cH:40]3)[CH2:18][CH2:19][C:20]2=[O:21])[n:12][n:13]1.[CH3:46][CH2:47][OH:48].[Cl:43][CH2:44][Cl:45].[Na+:42]>>[CH2:1]([CH3:2])[O:3][C:4](=[O:5])[CH2:6][CH2:7][CH2:8][n:9]1[n:10][c:11]([CH:14]=[C:15]2[CH2:16][N:17]([C:22]([c:23]3[cH:24][cH:25][cH:26][cH:27][cH:28]3)([c:29]3[cH:30][cH:31][cH:32][cH:33][cH:34]3)[c:35]3[cH:36][cH:37][cH:38][cH:39][cH:40]3)[CH2:18][CH2:19][CH:20]2[OH:21])[n:12][n:13]1. Reactants: amine, FC(C1=CC2=C(N(C(=N2)CC2CC(C2)C=O)COCC[Si](C)(C)C)C=C1)(F)F (3-{[5-(trifluoromethyl)-1-{[2-(trimethylsilyl)ethoxy]methyl}-1H-1,3-benzodiazol-2-yl]methyl}cyclobutane-1-carbaldehyde), CC1(O[C@@H]2[C@H](O1)[C@H](C[C@H]2N2C=CC1=C2N=CN=C1N)CNC(C)C)C (7-[(3aS,4R,6R,6aR)-2,2-dimethyl-6-[(propan-2-ylamino)methyl]-hexahydrocyclopenta[d][1,3]dioxol-4-yl]-7H-pyrrolo[2,3-d]pyrimidin-4-amine), [O-]S(=O)(=O)[O-].[Mg+2] (MgSO4), C(=O)(O)[O-].[Na+] (NaHCO3). Run in ClCCCl (DCE), [Cl-].[Na+].O (Brine). Conditions: time 1 hour. Product: CC1(O[C@@H]2[C@H](O1)[C@H](C[C@H]2N2C=CC1=C2N=CN=C1N)CN(CCCCC1=NC2=C(N1COCC[Si](C)(C)C)C=CC(=C2)C(F)(F)F)C(C)C)C (7-[(3aS,4R,6R,6aR)-2,2-dimethyl-6-{[propan-2-yl({4-[5-(trifluoromethyl)-1-{[2-(trimethylsilyl)ethoxy]methyl}-1H-1,3-benzodiazol-2-yl]butyl})amino]methyl}-hexahydrocyclopenta[d][1,3]dioxol-4-yl]-7H-pyrrolo[2,3-d]pyrimidin-4-amine). The yield is 48.5%. Reaction SMILES: [F:1][C:2]([F:28])([F:27])[C:3]1[CH:26]=[CH:25][C:6]2[N:7]([CH2:17][O:18][CH2:19][CH2:20][Si:21]([CH3:24])([CH3:23])[CH3:22])[C:8]([CH2:10][CH:11]3C[CH:13](C=O)[CH2:12]3)=[N:9][C:5]=2[CH:4]=1.[CH3:29][C:30]1([CH3:53])[O:34][C@@H:33]2[C@@H:35]([CH2:48][NH:49][CH:50]([CH3:52])[CH3:51])[CH2:36][C@@H:37]([N:38]3[C:42]4[N:43]=[CH:44][N:45]=[C:46]([NH2:47])[C:41]=4[CH:40]=[CH:39]3)[C@@H:32]2[O:31]1.[O-]S([O-])(=O)=O.[Mg+2].C([O-])(O)=O.[Na+]>ClCCCl.[Cl-].[Na+].O>[CH3:29][C:30]1([CH3:53])[O:34][C@@H:33]2[C@@H:35]([CH2:48][N:49]([CH:50]([CH3:51])[CH3:52])[CH2:13][CH2:12][CH2:11][CH2:10][C:8]3[N:7]([CH2:17][O:18][CH2:19][CH2:20][Si:21]([CH3:23])([CH3:24])[CH3:22])[C:6]4[CH:25]=[CH:26][C:3]([C:2]([F:27])([F:1])[F:28])=[CH:4][C:5]=4[N:9]=3)[CH2:36][C@@H:37]([N:38]3[C:42]4[N:43]=[CH:44][N:45]=[C:46]([NH2:47])[C:41]=4[CH:40]=[CH:39]3)[C@@H:32]2[O:31]1 |f:2.3,4.5,7.8.9|. Procedure: A solution of 3-{[5-(trifluoromethyl)-1-{[2-(trimethylsilyl)ethoxy]methyl}-1H-1,3-benzodiazol-2-yl]methyl}cyclobutane-1-carbaldehyde (243 mg, 0.59 mmol), 7-[(3aS,4R,6R,6aR)-2,2-dimethyl-6-[(propan-2-ylamino)methyl]-hexahydrocyclopenta[d][1,3]dioxol-4-yl]-7H-pyrrolo[2,3-d]pyrimidin-4-amine (170 mg, 0.49 mmol) and MgSO4 (710 mg, 5.90 mmol) in DCE (10 ml) was stirred for 15 min. STAB (175 mg, 0.83 mmol) was then added to the reaction mixture and stirred for 1 h at RT. The reaction was monitored by ... The reactants are C(C)(=O)N[C@H]1[C@H](OCCCCCCCCC(=O)OC)O[C@@H]([C@H]([C@@H]1O[C@H]1[C@H](O)[C@@H](O)[C@@H](O)[C@H](O1)CO)O[C@H]1[C@@H](O)[C@H](O)[C@H](O)[C@@H](O1)C)CO (8-methoxycarbonyloctyl 2-acetamido-2-deoxy-4-O-(α-L-fucopyranosyl)-3-O-(β-D-galactopyranosyl)-β-D-glucopyranoside), O.NN (hydrazine hydrate). Run in C(C)O (ethanol). Run at time 4 hour. Product: C(C)(=O)N[C@H]1[C@H](OCCCCCCCCC(=O)NN)O[C@@H]([C@H]([C@@H]1O[C@H]1[C@H](O)[C@@H](O)[C@@H](O)[C@H](O1)CO)O[C@H]1[C@@H](O)[C@H](O)[C@H](O)[C@@H](O1)C)CO (8-hydrazinocarbonyloctyl 2-acetamido-2-deoxy-4-O-(α-L-fucopyranosyl)-3-O-(β-D-galactopyranosyl)-β-D-glucopyranoside). RXN SMILES: [C:1]([NH:4][C@@H:5]1[C@@H:23]([O:24][C@@H:25]2[O:33][C@H:32]([CH2:34][OH:35])[C@H:30]([OH:31])[C@H:28]([OH:29])[C@H:26]2[OH:27])[C@H:22]([O:36][C@@H:37]2[O:45][C@@H:44]([CH3:46])[C@@H:42]([OH:43])[C@@H:40]([OH:41])[C@@H:38]2[OH:39])[C@@H:21]([CH2:47][OH:48])[O:20][C@H:6]1[O:7][CH2:8][CH2:9][CH2:10][CH2:11][CH2:12][CH2:13][CH2:14][CH2:15][C:16]([O:18]C)=O)(=[O:3])[CH3:2].O.[NH2:50][NH2:51]>C(O)C>[C:1]([NH:4][C@@H:5]1[C@@H:23]([O:24][C@@H:25]2[O:33][C@H:32]([CH2:34][OH:35])[C@H:30]([OH:31])[C@H:28]([OH:29])[C@H:26]2[OH:27])[C@H:22]([O:36][C@@H:37]2[O:45][C@@H:44]([CH3:46])[C@@H:42]([OH:43])[C@@H:40]([OH:41])[C@@H:38]2[OH:39])[C@@H:21]([CH2:47][OH:48])[O:20][C@H:6]1[O:7][CH2:8][CH2:9][CH2:10][CH2:11][CH2:12][CH2:13][CH2:14][CH2:15][C:16]([NH:50][NH2:51])=[O:18])(=[O:3])[CH3:2] |f:1.2|. Reported procedure: Compound 8 (1 g) was dissolved in 85% hydrazine hydrate (4 ml) and allowed to stand for 4 h at ambient temperature. The reaction mixture was diluted with 95% ethanol (20 ml) and the solvents evaporated. The residue was dissolved in 10 ml water and dialyzed against 5 changes of water in an ultrafiltration cell. Lyophilization of the water gave 8-hydrazinocarbonyloctyl 2-acetamido-2-deoxy-4-O-(α-L-fucopyranosyl)-3-O-(β-D-galactopyranosyl)-β-D-glucopyranoside (14) in quantitative yield as an amorph... Reactants: C1CCOC1, COc1ccc(CN2CCN(Cc3ccc(NC(=O)c4ccc(-c5c(Cl)c(OC)cc(OC)c5Cl)c5cccnc45)cn3)CC2)cc1, CN(C)Cc1c[nH]c([N+](=O)[O-])n1, CO, CO, CO, ClCCl. Yields the product COc1cc(OC)c(Cl)c(-c2ccc(C(=O)Nc3nc(CN(C)C)c[nH]3)c3ncccc23)c1Cl. Reaction SMILES: [CH2:62]1[O:63][CH2:64][CH2:65][CH2:66]1.[CH3:1][O:2][c:3]1[cH:4][cH:5][c:6]([CH2:7][N:8]2[CH2:9][CH2:10][N:11]([CH2:12][c:13]3[n:14][cH:15][c:16]([NH:21][C:22](=[O:23])[c:24]4[cH:25][cH:26][c:27](-[c:34]5[c:35]([Cl:45])[c:36]([O:43][CH3:44])[cH:37][c:38]([O:41][CH3:42])[c:39]5[Cl:40])[c:28]5[cH:29][cH:30][cH:31][n:32][c:33]45)[cH:17][cH:18]3)[CH2:19][CH2:20]2)[cH:46][cH:47]1.[CH3:48][N:49]([CH2:50][c:51]1[n:52][c:53]([N+:56]([O-:57])=[O:58])[nH:54][cH:55]1)[CH3:59].[CH3:60][OH:61].[CH3:67][OH:68].[CH3:72][OH:73].[Cl:69][CH2:70][Cl:71]>>[NH:21]([C:22](=[O:23])[c:24]1[cH:25][cH:26][c:27](-[c:34]2[c:35]([Cl:45])[c:36]([O:43][CH3:44])[cH:37][c:38]([O:41][CH3:42])[c:39]2[Cl:40])[c:28]2[cH:29][cH:30][cH:31][n:32][c:33]12)[c:53]1[n:52][c:51]([CH2:50][N:49]([CH3:48])[CH3:59])[cH:55][nH:54]1. Starting materials: O=C=Nc1cc(Cl)cc(Cl)c1, [N-]=C=O, Nc1cc(Cl)cc(Cl)c1, NC(N)=O. Yields the product NC(=O)N(c1cc(Cl)cc(Cl)c1)c1cc(Cl)cc(Cl)c1. RXN SMILES: [Cl:8][c:9]1[cH:10][c:11]([N:16]=[C:17]=[O:18])[cH:12][c:13]([Cl:15])[cH:14]1.[N-:5]=[C:6]=[O:7].[NH2:19][c:20]1[cH:21][c:22]([Cl:23])[cH:24][c:25]([Cl:26])[cH:27]1.[NH2:1][C:2]([NH2:3])=[O:4]>>[N:1]([C:2]([NH2:3])=[O:4])([c:11]1[cH:10][c:9]([Cl:8])[cH:14][c:13]([Cl:15])[cH:12]1)[c:20]1[cH:21][c:22]([Cl:23])[cH:24][c:25]([Cl:26])[cH:27]1. The reactants are CN1CCOCC1, CN(C)c1ccncc1, CC=C(CC)C1N(CC(=O)F)C(=O)CC(c2cccc(Cl)c2)C12C(=O)Nc1cc(Cl)ccc12, CC(C)(N)CO, C1CCOC1. Yields the product CC=C(CC)C1N(CC(=O)NC(C)(C)CO)C(=O)CC(c2cccc(Cl)c2)C12C(=O)Nc1cc(Cl)ccc12. RXN SMILES: [CH3:40][N:41]1[CH2:42][CH2:43][O:44][CH2:45][CH2:46]1.[CH3:47][N:48]([CH3:49])[c:50]1[cH:51][cH:52][n:53][cH:54][cH:55]1.[Cl:1][c:2]1[cH:3][cH:4][c:5]2[c:9]([cH:10]1)[NH:8][C:7](=[O:11])[C:6]21[CH:12]([C:29](=[CH:30][CH3:31])[CH2:32][CH3:33])[N:13]([CH2:25][C:26](=[O:27])[F:28])[C:14](=[O:24])[CH2:15][CH:16]1[c:17]1[cH:18][c:19]([Cl:23])[cH:20][cH:21][cH:22]1.[NH2:34][C:35]([CH2:36][OH:37])([CH3:38])[CH3:39].[O:56]1[CH2:57][CH2:58][CH2:59][CH2:60]1>>[Cl:1][c:2]1[cH:3][cH:4][c:5]2[c:9]([cH:10]1)[NH:8][C:7](=[O:11])[C:6]21[CH:12]([C:29](=[CH:30][CH3:31])[CH2:32][CH3:33])[N:13]([CH2:25][C:26](=[O:27])[NH:34][C:35]([CH2:36][OH:37])([CH3:38])[CH3:39])[C:14](=[O:24])[CH2:15][CH:16]1[c:17]1[cH:18][c:19]([Cl:23])[cH:20][cH:21][cH:22]1. Yield: 63.1%. The reactants are O=C1NCC2(CCOCC2)CN2C1=CC=1C=CC(=CC21)C(=O)OCC (ethyl 1-oxo-2,2′,3,3′,5′,6′-hexahydro-1H-spiro[1,4-diazepino[1,2-a]indole-4,4′-pyran]-8-carboxylate), C(C)(=O)O (Acetic acid), O (water), [OH-].[Na+] (NaOH), O (water). Solvent: C(C)O (ethanol). Reaction conditions: temperature 80 celsius. RXN SMILES: [O:1]=[C:2]1[C:13]2=[CH:14][C:15]3[CH:16]=[CH:17][C:18]([C:21]([O:23]CC)=[O:22])=[CH:19][C:20]=3[N:12]2[CH2:11][C:5]2([CH2:10][CH2:9][O:8][CH2:7][CH2:6]2)[CH2:4][NH:3]1.[OH-].[Na+].O.C(O)(=O)C>C(O)C>[O:1]=[C:2]1[C:13]2=[CH:14][C:15]3[CH:16]=[CH:17][C:18]([C:21]([OH:23])=[O:22])=[CH:19][C:20]=3[N:12]2[CH2:11][C:5]2([CH2:6][CH2:7][O:8][CH2:9][CH2:10]2)[CH2:4][NH:3]1 |f:1.2|. Reported procedure: To a suspension of ethyl 1-oxo-2,2′,3,3′,5′,6′-hexahydro-1H-spiro[1,4-diazepino[1,2-a]indole-4,4′-pyran]-8-carboxylate (4.2 g, 12.2 mmol) in ethanol (120 mL) is added NaOH (1.22 g, 30.5 mmol) and water (30 mL). The reaction mixture is heated at 80° C. for 2 h. Acetic acid (19 mL) and water (180 mL) are added and the resulting solid is collected by filtration, washed with water and dried to afford the title compound (2.42 g, 64%) as a white solid. Yields the product O=C1NCC2(CCOCC2)CN2C1=CC=1C=CC(=CC21)C(=O)O (1-oxo-2,2′,3,3′,5′,6′-hexahydro-1H-spiro[1,4-diazepino[1,2-a]indole-4,4′-pyran]-8-carboxylic acid). The reactants are C(C)(C)(C)OC(=O)NCCCCNC(CCl)=O (N'-(tertbutoxycarbonyl)-N-(chloroacetyl)-1,4-diamino-butane), [H-].[Na+] (sodium hydride), oil, OC1=CC=C2C=C(NC2=C1)C (6-hydroxy-2-methyl indole). Solvent: CN(C=O)C (dimethylformamide), CN(C=O)C (dimethylformamide). Conditions: time 1 hour. The product is C(C)(C)(C)OC(=O)NCCCCNC(COC1=CC=C2C=C(NC2=C1)C)=O (N-(tert-butoxycarbonyl)-N'-[(2-methyl-6-indolyloxy)-acetyl]-1,4-diamino-butane). The yield is 156.3%. RXN SMILES: [H-].[Na+].[OH:3][C:4]1[CH:12]=[C:11]2[C:7]([CH:8]=[C:9]([CH3:13])[NH:10]2)=[CH:6][CH:5]=1.[C:14]([O:18][C:19]([NH:21][CH2:22][CH2:23][CH2:24][CH2:25][NH:26][C:27](=[O:30])[CH2:28]Cl)=[O:20])([CH3:17])([CH3:16])[CH3:15]>CN(C)C=O>[C:14]([O:18][C:19]([NH:21][CH2:22][CH2:23][CH2:24][CH2:25][NH:26][C:27](=[O:30])[CH2:28][O:3][C:4]1[CH:12]=[C:11]2[C:7]([CH:8]=[C:9]([CH3:13])[NH:10]2)=[CH:6][CH:5]=1)=[O:20])([CH3:17])([CH3:15])[CH3:16] |f:0.1|. Procedure: 1.07 g of sodium hydride in suspension in 50% of oil were added progressively to a solution of 3.28 g of 6-hydroxy-2-methyl indole in 50 ml of dimethylformamide and the suspension was stirred for one hour. A solution of 6.5 g of N'-(tertbutoxycarbonyl)-N-(chloroacetyl)-1,4-diamino-butane and 60 ml of dimethylformamide was slowly introduced. The reaction medium was stirred at 90° C. for 5 hours, then for 16 hours at ambient temperature. The suspension obtained was evaporated to dryness to obtain ...